From a dataset of the Open Reaction Database (ORD), a public repository of structured organic reaction records. describe an organic reaction: reactants, conditions, products, and yield The reactants are ClC1=CC=C(C#N)C=C1 (4-chlorobenzonitrile), [Cl-].COC[P+](C1=CC=CC=C1)(C1=CC=CC=C1)C1=CC=CC=C1 ((methoxymethyl)-triphenylphosphonium chloride), C1(=CC=CC=C1)[Li] (Phenyl lithium), C(CCC)OCCCC (di-n-butyl ether). The solvent is O1CCCC1 (tetrahydrofuran), O1CCCC1 (tetrahydrofuran). Reaction conditions: time 15 minute. Product: ClC1=CC=C(C=C1)C(COC)=O (1-(4-chlorophenyl)-2-methoxy-ethanone). The yield is 50.8%. Reaction SMILES: [Cl-].C[O:3]C[P+](C1C=CC=CC=1)(C1C=CC=CC=1)C1C=CC=CC=1.C1([Li])C=CC=CC=1.[CH2:31]([O:35][CH2:36][CH2:37][CH2:38][CH3:39])CCC.[Cl:40][C:41]1[CH:48]=CC(C#N)=[CH:43][CH:42]=1>O1CCCC1>[Cl:40][C:41]1[CH:48]=[CH:39][C:38]([C:37](=[O:3])[CH2:36][O:35][CH3:31])=[CH:43][CH:42]=1 |f:0.1|. Procedure details: Equipped with magnetic stirring, (methoxymethyl)-triphenylphosphonium chloride (5.2 g, 15.2 mmol) was suspended in anhydrous tetrahydrofuran at 0° C. under N2 flow. Phenyl lithium, in 1.8 M in di-n-butyl ether (8.4 mL, 15.2 mmol), was added such that the temperature did not exceed 4° C. Mixture remained at 0° C. for 15 minutes, and a solution of 4-chlorobenzonitrile (0.56 g, 4.07 mmol) dissolved in 10 mls of anhydrous tetrahydrofuran was added over 15 minutes. Reaction was warmed to room tempera... Procedure: Prepared according to the method described in Example 96d) from sodium hydride (60% dispersion in mineral oil, 0.045 g), trans-4-hydroxystilbene (0.219 g) and (±)-3-hydroxy-5-(3-pyridyl)-1-pentyl para-toluenesulfonate (0.250 g) in anhydrous dimethylformamide (5 ml). The crude product was purified by column chromatography over silica eluting with methanol:dichloromethane (1:19) to give the title compound (0.167 g) as a solid which was recrystallised from ethyl acetate:hexane. The reactants are [H-].[Na+] (sodium hydride), CN(C=O)C (dimethylformamide), OC1=CC=C(C=C1)\C=C\C1=CC=CC=C1 (trans-4-hydroxystilbene), C1(=CC=C(C=C1)S(=O)(=O)OCCC(CCC=1C=NC=CC1)O)C ((±)-3-hydroxy-5-(3-pyridyl)-1-pentyl para-toluenesulfonate). Product: C1(=CC=CC=C1)/C=C/C1=CC=C(OCC(CCCC=2C=NC=CC2)O)C=C1 ((±)-(E)-1-(4-(2-Phenylethenyl)phenoxy)-5-(3-pyridyl)-2-pentanol). As a reaction SMILES: [H-].[Na+].[OH:3][C:4]1[CH:9]=[CH:8][C:7](/[CH:10]=[CH:11]/[C:12]2[CH:17]=[CH:16][CH:15]=[CH:14][CH:13]=2)=[CH:6][CH:5]=1.C1(C)C=CC(S(O[CH2:28][CH2:29][CH:30](O)[CH2:31][CH2:32][C:33]2[CH:34]=[N:35][CH:36]=[CH:37][CH:38]=2)(=O)=O)=CC=1.CN(C)C=[O:44]>>[C:12]1(/[CH:11]=[CH:10]/[C:7]2[CH:6]=[CH:5][C:4]([O:3][CH2:28][CH:29]([OH:44])[CH2:30][CH2:31][CH2:32][C:33]3[CH:34]=[N:35][CH:36]=[CH:37][CH:38]=3)=[CH:9][CH:8]=2)[CH:13]=[CH:14][CH:15]=[CH:16][CH:17]=1 |f:0.1|. Starting materials: CS(=O)(=O)Cl, Cn1c(CCCCCO)nnc1-c1ccccc1, ClCCl. The product is Cn1c(CCCCCOS(C)(=O)=O)nnc1-c1ccccc1. RXN SMILES: [CH3:19][S:20](=[O:21])(=[O:22])[Cl:23].[CH3:1][n:2]1[c:3]([CH2:13][CH2:14][CH2:15][CH2:16][CH2:17][OH:18])[n:4][n:5][c:6]1-[c:7]1[cH:8][cH:9][cH:10][cH:11][cH:12]1.[Cl:24][CH2:25][Cl:26]>>[CH3:1][n:2]1[c:3]([CH2:13][CH2:14][CH2:15][CH2:16][CH2:17][O:18][S:20]([CH3:19])(=[O:21])=[O:22])[n:4][n:5][c:6]1-[c:7]1[cH:8][cH:9][cH:10][cH:11][cH:12]1. The reactants are [OH-].[Na+] (NaOH), C(C=C)ON=CC1=CN(C2=CC=CC=C12)CC1=CC=CC=C1 (1-benzyl-1H-indole-3-carbaldehyde O-allyl-oxime), OO (Hydrogen peroxide), B1C2CCCC1CCC2 (9-BBN). Run in O1CCCC1 (tetrahydrofuran). Conditions: temperature 0 celsius, time 1 hour. The product is OCCCON=CC1=CN(C2=CC=CC=C12)CC1=CC=CC=C1 (1-benzyl-1H-indole-3-carbaldehyde O-(3-hydroxy-propyl)-oxime). The yield is 41.0%. Reaction SMILES: [CH2:1]([O:4][N:5]=[CH:6][C:7]1[C:15]2[C:10](=[CH:11][CH:12]=[CH:13][CH:14]=2)[N:9]([CH2:16][C:17]2[CH:22]=[CH:21][CH:20]=[CH:19][CH:18]=2)[CH:8]=1)[CH:2]=[CH2:3].B1C2CCCC1CCC2.[OH:32]O.[OH-].[Na+]>O1CCCC1>[OH:32][CH2:3][CH2:2][CH2:1][O:4][N:5]=[CH:6][C:7]1[C:15]2[C:10](=[CH:11][CH:12]=[CH:13][CH:14]=2)[N:9]([CH2:16][C:17]2[CH:22]=[CH:21][CH:20]=[CH:19][CH:18]=2)[CH:8]=1 |f:3.4|. Procedure details: To a solution of 1-benzyl-1H-indole-3-carbaldehyde O-allyl-oxime (2.965 g, 10.2 mmol) in tetrahydrofuran (50 mL) cooled to 0° C. was added 9-BBN (0.5 M in THF)(50.0 mL, 25.0 mmol). The reaction was stirred at 0° C. for 1 hour and then warmed to room temperature over 30 minutes. Hydrogen peroxide (12 mL) was carefully added followed by a 10% NaOH solution (20 mL) and stirring continued at room temperature for 25 minutes. The reaction was quenched by the addition of saturated sodium bisulfite and ...